Dataset: the Open Reaction Database (ORD), a public repository of structured organic reaction records. Task: describe an organic reaction: reactants, conditions, products, and yield Starting materials: ClC1=C(C#N)C=CC=N1 (2-chloronicotinonitrile), Cl.CN (methylamine hydrochloride), [Al](C)(C)C (Al(CH3)3), C1(=CC=CC=C1)C (toluene). Yields the product CNC(C1=CN=C(C=C1)Cl)=N (N-Methyl-6-chloronicotinamidine). The yield is 76.7%. As a reaction SMILES: Cl[C:2]1[N:9]=[CH:8][CH:7]=[CH:6][C:3]=1[C:4]#[N:5].[Al](C)(C)C.C1(C)C=CC=CC=1.[ClH:21].[CH3:22][NH2:23]>>[CH3:22][NH:23][C:4](=[NH:5])[C:3]1[CH:6]=[CH:7][C:8]([Cl:21])=[N:9][CH:2]=1 |f:3.4|. Procedure: Using a method similar to Example 380, Part D, using 2-chloronicotinonitrile (1.00 g, 7.32 mmol), 2.0 M Al(CH3)3 in toluene (11 mL, 22.0 mmol) and methylamine hydrochloride (1.48 g, 22.0 mmol) gives the title compound (0.952 g, 76.7%): MS ES+ 171.8 (M+H)+, MS ES− 168.0 (M−H)−; HPLC [YMC-Pack Pro C-18 (150×4.6 mm, S-5 microm), 0.1% TFA/acetonitrile in 0.1% TFA/water at 1.0 mL/min, 5-95% over 19 min], tR=5.0 min, 97.0% purity. Starting materials: C=Cc1cccc2cccc(C(=O)OCC)c12, CC(=O)O, CCO. The product is CCOC(=O)c1cccc2cccc(CC)c12. RXN SMILES: [CH2:1]([CH3:2])[O:3][C:4](=[O:5])[c:6]1[cH:7][cH:8][cH:9][c:10]2[cH:11][cH:12][cH:13][c:14]([CH:16]=[CH2:17])[c:15]12.[CH3:18][C:19](=[O:20])[OH:21].[CH3:22][CH2:23][OH:24]>>[CH2:1]([CH3:2])[O:3][C:4](=[O:5])[c:6]1[cH:7][cH:8][cH:9][c:10]2[cH:11][cH:12][cH:13][c:14]([CH2:16][CH3:17])[c:15]12. Starting materials: [BH4-].[Na+] (sodium borohydride), [BH4-].[Na+] (sodium borohydride), C(C)OC(=O)CC(=O)C=1OC2=C(C1)C=CC=C2 (2-benzofuranyl ethyloxycarbonylmethyl ketone), C(C)(=O)O (acetic acid). The reagents and catalysts are [Pd] (Pd/C). The solvent is O (water), C(C)O (ethanol). Conditions: time 2 hour. The product is O1C(=CC2=C1C=CC=C2)CCC(=O)OCC (ethyl benzofurane-2-propionate). Reaction SMILES: [CH2:1]([O:3][C:4]([CH2:6][C:7]([C:9]1[O:10][C:11]2[CH:17]=[CH:16][CH:15]=[CH:14][C:12]=2[CH:13]=1)=O)=[O:5])[CH3:2].[BH4-].[Na+].C(O)(=O)C>C(O)C.O.[Pd]>[O:10]1[C:11]2[CH:17]=[CH:16][CH:15]=[CH:14][C:12]=2[CH:13]=[C:9]1[CH2:7][CH2:6][C:4]([O:3][CH2:1][CH3:2])=[O:5] |f:1.2|. Reported procedure: 232 g of compound 3 are dissolved in 500 ml of ethanol. Cool in ice-bath and add 100 g of sodium borohydride in 500 ml of water. Stir for 2 hours. Add acetic acid until the sodium borohydride has been neutralized. Cool the solution in ice-bath under an atmosphere of nitrogen and add 10 g of 10% Pd/C catalyst. Stir under a hydrogen atmosphere at 15PSI until the reaction is complete, as judged by TLC. Filter through celite and evaporate organic solvents. Extract with ethyl acetate. Dry over sodium... The reactants are OCCNC1=NC(SC1)=O (4-[(2-hydroxyethyl)amino]-1,3-thiazol-2(5H)-one), FC(C1=C(CN2CCC(CC2)C=O)C=CC(=C1)C(F)(F)F)(F)F (1-[2,4-bis(trifluoromethyl)benzyl]piperidine-4-carbaldehyde), C(C)(=O)[O-].[NH2+]1CCCCC1 (piperidinium acetate). The solvent is CC(C)O (2-propanol). Run at temperature 60 celsius, time 8 hour. Product: FC(C1=C(CN2CCC(CC2)\C=C/2\C(=NC(S2)=O)NCCO)C=CC(=C1)C(F)(F)F)(F)F ((5Z)-5-({1-[2,4-bis(trifluoromethyl)benzyl]piperidin-4-yl}methylidene)-4-[(2-hydroxyethyl)amino]-1,3-thiazol-2(5H)-one). The yield is 31.1%. As a reaction SMILES: [OH:1][CH2:2][CH2:3][NH:4][C:5]1[CH2:9][S:8][C:7](=[O:10])[N:6]=1.[F:11][C:12]([F:33])([F:32])[C:13]1[CH:27]=[C:26]([C:28]([F:31])([F:30])[F:29])[CH:25]=[CH:24][C:14]=1[CH2:15][N:16]1[CH2:21][CH2:20][CH:19]([CH:22]=O)[CH2:18][CH2:17]1.C([O-])(=O)C.[NH2+]1CCCCC1>CC(O)C>[F:33][C:12]([F:11])([F:32])[C:13]1[CH:27]=[C:26]([C:28]([F:31])([F:30])[F:29])[CH:25]=[CH:24][C:14]=1[CH2:15][N:16]1[CH2:21][CH2:20][CH:19](/[CH:22]=[C:9]2/[C:5]([NH:4][CH2:3][CH2:2][OH:1])=[N:6][C:7](=[O:10])[S:8]/2)[CH2:18][CH2:17]1 |f:2.3|. Procedure: To a solution of 4-[(2-hydroxyethyl)amino]-1,3-thiazol-2(5H)-one (1.20 g) and 1-[2,4-bis(trifluoromethyl)benzyl]piperidine-4-carbaldehyde (2.54 g) in 2-propanol (20 mL) was added piperidinium acetate (1.09 g) at room temperature. The reaction mixture was stirred at 60° C. overnight, and the solvent was evaporated under reduced pressure. The residue was purified by silica gel column chromatography (NH, methanol/ethyl acetate) and recrystallized from ethyl acetate/heptane to give the title compoun... The reactants are FC=1C=C2C=C(C=NC2=CC1F)C(=O)OCC (ethyl 6,7-difluoroquinoline-3-carboxylate), [OH-].[K+] (potassium hydroxide), O (water). Run in C(C)O (ethanol). Run at temperature 20 celsius, time 4 hour. The product is FC=1C=C2C=C(C=NC2=CC1F)C(=O)O (6,7-difluoroquinoline-3-carboxylic acid). The yield is 90.2%. RXN SMILES: [F:1][C:2]1[CH:3]=[C:4]2[C:9](=[CH:10][C:11]=1[F:12])[N:8]=[CH:7][C:6]([C:13]([O:15]CC)=[O:14])=[CH:5]2.[OH-].[K+].O>C(O)C>[F:1][C:2]1[CH:3]=[C:4]2[C:9](=[CH:10][C:11]=1[F:12])[N:8]=[CH:7][C:6]([C:13]([OH:15])=[O:14])=[CH:5]2 |f:1.2|. Procedure: A suspension of 37.7 g of ethyl 6,7-difluoroquinoline-3-carboxylate in a mixture of 20 cm3 of ethanol and 160 cm3 of a 1 N aqueous potassium hydroxide solution was stirred for 4 hours, at a temperature of 20° C. 600 cm3 of water was added to the solution and the insoluble material was extracted twice with 400 cm3 of diethyl ether. The aqueous solution was neutralized with 161 cm3 of a 1 N aqueous hydrochloric acid solution. The precipitate obtained was dewatered, washed 3 times with 150 cm3 of w...